Dataset: the Open Reaction Database (ORD), a public repository of structured organic reaction records. Task: describe an organic reaction: reactants, conditions, products, and yield Starting materials: C(C)C(C(C(=O)[O-])P(=O)(O)O)(CC)CC (Triethyl-2-phosphonopropionate), C1(=CC=CC=C1)CCCCC=O (5-phenylpentanal), [O-]CC.[Na+] (sodium ethoxide), C(C)O (ethanol). The solvent is C1CCOC1 (THF). Run at temperature 10 celsius, time 1 hour. The product is C/C(/C(=O)OCC)=C\CCCCC1=CC=CC=C1 ((E)-ethyl 2-methyl-7-phenylhept-2-enoate). Isolated yield 84.0%. As a reaction SMILES: C([C:3](CC)(CC)[CH:4](P(O)(O)=O)[C:5]([O-:7])=[O:6])C.[C:16]1([CH2:22][CH2:23][CH2:24][CH2:25][CH:26]=O)[CH:21]=[CH:20][CH:19]=[CH:18][CH:17]=1.[O-][CH2:29][CH3:30].[Na+].C(O)C>C1COCC1>[CH3:3]/[C:4](=[CH:26]\[CH2:25][CH2:24][CH2:23][CH2:22][C:16]1[CH:17]=[CH:18][CH:19]=[CH:20][CH:21]=1)/[C:5]([O:7][CH2:29][CH3:30])=[O:6] |f:2.3|. Reported procedure: Triethyl-2-phosphonopropionate (12 g, 50 mmol) and 5-phenylpentanal (7 g, 43 mmol) are dissolved in dry THF (100 mL) and cooled to 10° C. A solution of sodium ethoxide in ethanol (23 mL, 21%, 43 mmol) is added slowly over 20 minutes and the reaction is warmed to 23° C. After stirring 1 hour, the reaction is quenched by the addition of a saturated NH4Cl solution (30 mL). The reaction is concentrated to remove the THF in vacuo, diluted with petroleum ether (400 mL) and washed with 1 N HCl (100 mL)... Starting materials: CC=1C(=NC=C(C1)C)N1CCN(CC1)C(=O)C1=C(C=C(C=C1)N1C(CC[C@H]1CO)=O)S(=O)(=O)C ((S)-1-{4-[4-(3,5-dimethylpyridin-2-yl)piperazine-1-carbonyl]-3-methanesulfonylphenyl}-5-hydroxymethylpyrrolidin-2-one), S(=O)(=O)(OC)C1=CC=C(C)C=C1 (methyl tosylate). Product: CC=1C(=NC=C(C1)C)N1CCN(CC1)C(=O)C1=C(C=C(C=C1)N1C(CC[C@H]1COC)=O)S(=O)(=O)C ((S)-1-{4-[4-(3,5-dimethylpyridin-2-yl)piperazine-1-carbonyl]-3-methanesulfonylphenyl}-5-methoxymethylpyrrolidin-2-one). Isolated yield 27.7%. RXN SMILES: [CH3:1][C:2]1[C:3]([N:9]2[CH2:14][CH2:13][N:12]([C:15]([C:17]3[CH:22]=[CH:21][C:20]([N:23]4[C@H:27]([CH2:28][OH:29])[CH2:26][CH2:25][C:24]4=[O:30])=[CH:19][C:18]=3[S:31]([CH3:34])(=[O:33])=[O:32])=[O:16])[CH2:11][CH2:10]2)=[N:4][CH:5]=[C:6]([CH3:8])[CH:7]=1.S(C1C=CC(C)=CC=1)(O[CH3:39])(=O)=O>>[CH3:1][C:2]1[C:3]([N:9]2[CH2:14][CH2:13][N:12]([C:15]([C:17]3[CH:22]=[CH:21][C:20]([N:23]4[C@H:27]([CH2:28][O:29][CH3:39])[CH2:26][CH2:25][C:24]4=[O:30])=[CH:19][C:18]=3[S:31]([CH3:34])(=[O:33])=[O:32])=[O:16])[CH2:11][CH2:10]2)=[N:4][CH:5]=[C:6]([CH3:8])[CH:7]=1. Procedure: Using (S)-1-{4-[4-(3,5-dimethylpyridin-2-yl)piperazine-1-carbonyl]-3-methanesulfonylphenyl}-5-hydroxymethylpyrrolidin-2-one (530 mg) described in Example 274 and methyl tosylate (203 mg) and by the reaction and treatment in the same manner as in Example 36, the title compound (151 mg) was obtained. Starting materials: C(C)(C)OC(C)C (diisopropyl ether), P(Cl)(Cl)(Cl)(Cl)Cl (phosphorus pentachloride), C(C1=CC=CC=C1)(=O)NC(CCCC(=O)NC1[C@@H]2N(C(=C(CS2)CO)C(=O)OC(C2=CC=CC=C2)C2=CC=CC=C2)C1=O)C(=O)OC(C1=CC=CC=C1)C1=CC=CC=C1 (benzhydryl 7-(5-benzamido-5-benzhydryloxycarbonylpentanamido)-3-hydroxymethyl-3-cephem-4-carboxylate), N1=CC=CC=C1 (pyridine). The solvent is CO (methanol), C(Cl)Cl (methylene chloride), O (water), C(Cl)Cl (methylene chloride). Reaction conditions: temperature 5 celsius, time 20 minute. The product is NC1[C@@H]2N(C(=C(CS2)CCl)C(=O)OC(C2=CC=CC=C2)C2=CC=CC=C2)C1=O (benzhydryl 7-amino-3-chloromethyl-3-cephem-4-carboxylate). Yield: 26.0%. Reaction SMILES: P(Cl)(Cl)(Cl)(Cl)[Cl:2].N1C=CC=CC=1.C(NC(C(OC(C1C=CC=CC=1)C1C=CC=CC=1)=O)CCCC([NH:28][CH:29]1[C:54](=[O:55])[N:31]2[C:32]([C:38]([O:40][CH:41]([C:48]3[CH:53]=[CH:52][CH:51]=[CH:50][CH:49]=3)[C:42]3[CH:47]=[CH:46][CH:45]=[CH:44][CH:43]=3)=[O:39])=[C:33]([CH2:36]O)[CH2:34][S:35][C@H:30]12)=O)(=O)C1C=CC=CC=1.C(OC(C)C)(C)C>C(Cl)Cl.O.CO>[NH2:28][CH:29]1[C:54](=[O:55])[N:31]2[C:32]([C:38]([O:40][CH:41]([C:42]3[CH:47]=[CH:46][CH:45]=[CH:44][CH:43]=3)[C:48]3[CH:49]=[CH:50][CH:51]=[CH:52][CH:53]=3)=[O:39])=[C:33]([CH2:36][Cl:2])[CH2:34][S:35][C@H:30]12. Procedure: To a suspension of phosphorus pentachloride (27.0 g) in methylene chloride (200 ml) was added dropwise pyridine (10.3 g) at 0° C., followed by stirring at 5° C. for 20 minutes. Thereto was added at a time benzhydryl 7-(5-benzamido-5-benzhydryloxycarbonylpentanamido)-3-hydroxymethyl-3-cephem-4-carboxylate (21.0 g) at -40° C., followed by stirring at -30° C. for an hour and at -10° C. for additional an hour. To the reaction mixture was added at a time at -40° C. methanol (100 ml), which was pre-co...